Dataset: the Open Reaction Database (ORD), a public repository of structured organic reaction records. Task: describe an organic reaction: reactants, conditions, products, and yield The reactants are COC1=CC(=C(C=C1OC)C1(CCCCC1)C#N)[N+](=O)[O-] (1-(4,5-Dimethoxy-2-nitrophenyl)cyclohexanecarbonitrile), [H][H] (hydrogen). The reagents and catalysts are [Pd] (Pd/C). Solvent: CC(=O)O (AcOH). Reaction conditions: temperature 70 celsius. Product: COC=1C=C2C3(C(=NC2=CC1OC)N)CCCCC3 (5′,6′-dimethoxyspiro[cyclohexane-1,3′-indol]-2′-amine). The yield is 7.5%. RXN SMILES: [CH3:1][O:2][C:3]1[C:8]([O:9][CH3:10])=[CH:7][C:6]([C:11]2([C:17]#[N:18])[CH2:16][CH2:15][CH2:14][CH2:13][CH2:12]2)=[C:5]([N+:19]([O-])=O)[CH:4]=1.[H][H]>CC(O)=O.[Pd]>[CH3:10][O:9][C:8]1[CH:7]=[C:6]2[C:5](=[CH:4][C:3]=1[O:2][CH3:1])[N:19]=[C:17]([NH2:18])[C:11]12[CH2:16][CH2:15][CH2:14][CH2:13][CH2:12]1. Reported procedure: 1-(4,5-Dimethoxy-2-nitrophenyl)cyclohexanecarbonitrile (0.251 g, 0.865 mmol), prepared in Step 2, in AcOH (6 mL) was treated with 10% Pd/C, fitted with hydrogen balloon and heated to 70° C. for 3 hours under hydrogen atmosphere. The catalyst was filtered off and washed with EtOH. The solvent was concentrated. Purification by reverse phase HPLC afforded 17 mg (8%) of 5′,6′-dimethoxyspiro[cyclohexane-1,3′-indol]-2′-amine 1H NMR (400 MHz, DMSO) δ 7.11 (s, 1H), 6.64 (s, 1H), 3.72 (s, 3H), 3.70 (s, 3...